This data is from the Open Reaction Database (ORD), a public repository of structured organic reaction records. The task is: describe an organic reaction: reactants, conditions, products, and yield Starting materials: CC([O-])=S, Fc1ccc(CCCl)cc1, [K+], CN(C)C=O, O. The product is CC(=O)SCCc1ccc(F)cc1. As a reaction SMILES: [C:16]([CH3:17])(=[S:18])[O-:19].[Cl:1][CH2:2][CH2:3][c:4]1[cH:5][cH:6][c:7]([F:10])[cH:8][cH:9]1.[K+:20].[O:11]=[CH:12][N:13]([CH3:14])[CH3:15].[OH2:21]>>[CH2:2]([CH2:3][c:4]1[cH:5][cH:6][c:7]([F:10])[cH:8][cH:9]1)[S:18][C:16]([CH3:17])=[O:19]. Reactants: C1(=CC=CC=C1)SC[C@H](COS(=O)(=O)C1=CC=C(C)C=C1)O ((2S)-3-phenylthio-1-tosyloxy-2-propanol), C[O-].[Na+] (sodium methoxide). Solvent: C(C)O (ethanol), C(C)O (ethanol). Conditions: time 30 minute. The product is C1(=CC=CC=C1)SC[C@@H]1CO1 ((2S)-1-phenylthio-2,3-epoxypropane). Isolated yield 78.3%. Reaction SMILES: [C:1]1([S:7][CH2:8][C@@H:9]([OH:22])[CH2:10]OS(C2C=CC(C)=CC=2)(=O)=O)[CH:6]=[CH:5][CH:4]=[CH:3][CH:2]=1.C[O-].[Na+]>C(O)C>[C:1]1([S:7][CH2:8][C@H:9]2[O:22][CH2:10]2)[CH:2]=[CH:3][CH:4]=[CH:5][CH:6]=1 |f:1.2|. Reported procedure: Under nitrogen, to a solution of (2S)-3-phenylthio-1-tosyloxy-2-propanol (3.9 g) in ethanol (40 ml) was added 20% sodium methoxide in ethanol (4.7 ml) at 5° C., and the mixture was stirred at the same temperature for 30 minutes. After being filtrated off to remove precipitates, the filtrate was concentrated in vacuo. The residue was dissolved into a mixture of aqueous 0.1N sodium hydroxide and diethyl ether. After separation, the organic layer was successively washed with water and brine, dried ... Conditions: time 3 hour. The product is COC1=CC=C2C(=C(NC2=C1)C1=CC=CC=C1)CC1=CC=CC(=N1)C#CC(=O)OC (Methyl [6-(6-methoxy-2-phenyl-1H-indol-3-ylmethyl)pyridin-2-yl]propynoate). Procedure: To a solution of tert-butyl 6-methoxy-3-(6-methoxycarbonylethynylpyridin-2-ylmethyl)-2-phenylindole-1-carboxylate (100 mg) in dichloromethane (1 mL) was added trifluoroacetic acid (0.3 mL), and the mixture was stirred at room temperature for 3 hours. To the reaction mixture were added dichloromethane and an aqueous sodium hydrogen carbonate solution, and the organic layer was separated and concentrated under reduced pressure. The residue was purified by silica gel column chromatography (eluting ... Yield: 94.1%. Solvent: ClCCl (dichloromethane), ClCCl (dichloromethane). RXN SMILES: [CH3:1][O:2][C:3]1[CH:11]=[C:10]2[C:6]([C:7]([CH2:25][C:26]3[CH:31]=[CH:30][CH:29]=[C:28]([C:32]#[C:33][C:34]([O:36][CH3:37])=[O:35])[N:27]=3)=[C:8]([C:19]3[CH:24]=[CH:23][CH:22]=[CH:21][CH:20]=3)[N:9]2C(OC(C)(C)C)=O)=[CH:5][CH:4]=1.FC(F)(F)C(O)=O>ClCCl>[CH3:1][O:2][C:3]1[CH:11]=[C:10]2[C:6]([C:7]([CH2:25][C:26]3[N:27]=[C:28]([C:32]#[C:33][C:34]([O:36][CH3:37])=[O:35])[CH:29]=[CH:30][CH:31]=3)=[C:8]([C:19]3[CH:20]=[CH:21][CH:22]=[CH:23][CH:24]=3)[NH:9]2)=[CH:5][CH:4]=1. Reactants: COC1=CC=C2C(=C(N(C2=C1)C(=O)OC(C)(C)C)C1=CC=CC=C1)CC1=NC(=CC=C1)C#CC(=O)OC (tert-butyl 6-methoxy-3-(6-methoxycarbonylethynylpyridin-2-ylmethyl)-2-phenylindole-1-carboxylate), FC(C(=O)O)(F)F (trifluoroacetic acid). Starting materials: C1CCOC1, [Li]CCCC, [Cl-], Clc1nc(Cl)c2sccc2n1, [NH4+], c1cscn1, c1ccc(P(c2ccccc2)(c2ccccc2)[Pd](P(c2ccccc2)(c2ccccc2)c2ccccc2)(P(c2ccccc2)(c2ccccc2)c2ccccc2)P(c2ccccc2)(c2ccccc2)c2ccccc2)cc1. Yields the product Clc1nc(-c2nccs2)c2sccc2n1. RXN SMILES: [CH2:22]1[O:23][CH2:24][CH2:25][CH2:26]1.[CH3:6][CH2:7][CH2:8][CH2:9][Li:10].[Cl-:27].[Cl:11][c:12]1[n:13][c:14]([Cl:21])[c:15]2[c:16]([n:17]1)[cH:18][cH:19][s:20]2.[NH4+:28].[cH:1]1[cH:2][s:3][cH:4][n:5]1.[cH:29]1[cH:30][cH:31][c:32]([P:33]([Pd:34]([P:35]([c:36]2[cH:37][cH:38][cH:39][cH:40][cH:41]2)([c:42]2[cH:43][cH:44][cH:45][cH:46][cH:47]2)[c:48]2[cH:49][cH:50][cH:51][cH:52][cH:53]2)([P:54]([c:55]2[cH:56][cH:57][cH:58][cH:59][cH:60]2)([c:61]2[cH:62][cH:63][cH:64][cH:65][cH:66]2)[c:67]2[cH:68][cH:69][cH:70][cH:71][cH:72]2)[P:73]([c:74]2[cH:75][cH:76][cH:77][cH:78][cH:79]2)([c:80]2[cH:81][cH:82][cH:83][cH:84][cH:85]2)[c:86]2[cH:87][cH:88][cH:89][cH:90][cH:91]2)([c:92]2[cH:93][cH:94][cH:95][cH:96][cH:97]2)[c:98]2[cH:99][cH:100][cH:101][cH:102][cH:103]2)[cH:104][cH:105]1>>[cH:1]1[cH:2][s:3][c:4](-[c:14]2[n:13][c:12]([Cl:11])[n:17][c:16]3[c:15]2[s:20][cH:19][cH:18]3)[n:5]1. Starting materials: CC1=C(C(=C(C1(C)[Cr]C=C(C=CC)C)C)C)C ((pentamethyl cyclopentadienyl) (2-methyl pentadienyl)chromium (II)), C1(C=CC=C1)[Na] (cyclopentadienyl sodium), C1(C=CC=C1)[Li] (Cyclopentadienyl lithium). Yields the product CC1=C(C(=C(C1(C)[Cr]C1C=CC=C1)C)C)C ((pentamethylcyclopentadienyl) (cyclopentadienyl)chromium (II)). RXN SMILES: [CH3:1][C:2]1[C:6]([Cr:8][CH:9]=[C:10](C)[CH:11]=[CH:12][CH3:13])([CH3:7])[C:5]([CH3:15])=[C:4]([CH3:16])[C:3]=1[CH3:17].C1([Na])C=CC=C1.C1([Li])C=CC=C1>>[CH3:15][C:5]1[C:6]([Cr:8][CH:9]2[CH:10]=[CH:11][CH:12]=[CH:13]2)([CH3:7])[C:2]([CH3:1])=[C:3]([CH3:17])[C:4]=1[CH3:16]. Procedure: The preparation was substantially the same as that described in Example 1 for [Cr(C5 (CH3)5)(C6H9)] except that cyclopentadienyl sodium was used in place of 2-methyl pentadienyl lithium. (Cyclopentadienyl lithium could also have been used). The crystalline product isolated from this preparation was purified by sublimation. Excess [Cr(C5H5)2 ] was removed by sublimation at 40° C. and about 1 Pa. [Cr(C5 (CH3)5)(C5H5)] was then sublimed at 70° C. and about 1 Pa. The reactants are O=C1Nc2cc3c(cc2OC1c1ccc(OCc2ccc(Cl)c(Cl)c2)cc1)CN(C(=O)c1ccccc1)C(C(=O)O)C3, COC(=O)C(N)Cc1ccc(-c2ccc(Cl)cc2)cc1, Cl. Product: COC(=O)C(Cc1ccc(-c2ccc(Cl)cc2)cc1)NC(=O)C1Cc2cc3c(cc2CN1C(=O)c1ccccc1)OC(c1ccc(OCc2ccc(Cl)c(Cl)c2)cc1)C(=O)N3. As a reaction SMILES: [C:1]([c:2]1[cH:3][cH:4][cH:5][cH:6][cH:7]1)(=[O:8])[N:9]1[CH2:10][c:11]2[cH:12][c:13]3[c:18]([cH:19][c:20]2[CH2:21][CH:22]1[C:23](=[O:24])[OH:25])[NH:17][C:16](=[O:26])[CH:15]([c:27]1[cH:28][cH:29][c:30]([O:33][CH2:34][c:35]2[cH:36][c:37]([Cl:42])[c:38]([Cl:41])[cH:39][cH:40]2)[cH:31][cH:32]1)[O:14]3.[CH3:44][O:45][C:46]([CH:47]([CH2:48][c:49]1[cH:50][cH:51][c:52](-[c:55]2[cH:56][cH:57][c:58]([Cl:61])[cH:59][cH:60]2)[cH:53][cH:54]1)[NH2:62])=[O:63].[ClH:43]>>[C:1]([c:2]1[cH:3][cH:4][cH:5][cH:6][cH:7]1)(=[O:8])[N:9]1[CH2:10][c:11]2[cH:12][c:13]3[c:18]([cH:19][c:20]2[CH2:21][CH:22]1[C:23](=[O:24])[NH:62][CH:47]([C:46]([O:45][CH3:44])=[O:63])[CH2:48][c:49]1[cH:50][cH:51][c:52](-[c:55]2[cH:56][cH:57][c:58]([Cl:61])[cH:59][cH:60]2)[cH:53][cH:54]1)[NH:17][C:16](=[O:26])[CH:15]([c:27]1[cH:28][cH:29][c:30]([O:33][CH2:34][c:35]2[cH:36][c:37]([Cl:42])[c:38]([Cl:41])[cH:39][cH:40]2)[cH:31][cH:32]1)[O:14]3.